Dataset: the Open Reaction Database (ORD), a public repository of structured organic reaction records. Task: describe an organic reaction: reactants, conditions, products, and yield Reactants: [H-].[Na+] (Sodium hydride), C(C)OC(=O)C=1C=C2C(=C(NC2=CC1)CC=1NC=CN1)C (2-[1-imidazolylmethyl]-3-methylindole-5-carboxylic acid ethyl ester), S(=O)(=O)(OC)OC (dimethyl sulphate). Solvent: CN(C=O)C (N,N-dimethylformamide), CN(C=O)C (N,N-dimethyl-formamide). Run at time 30 minute. Yields the product C(C)OC(=O)C=1C=C2C(=C(N(C2=CC1)C)CC=1NC=CN1)C (1,3-dimethyl-2-[1-imidazolylmethyl]indole-5-carboxylic acid ethyl ester). The yield is 66.9%. Reaction SMILES: [H-].[Na+].[CH2:3]([O:5][C:6]([C:8]1[CH:9]=[C:10]2[C:14](=[CH:15][CH:16]=1)[NH:13][C:12]([CH2:17][C:18]1[NH:19][CH:20]=[CH:21][N:22]=1)=[C:11]2[CH3:23])=[O:7])[CH3:4].S(OC)(O[CH3:28])(=O)=O>CN(C)C=O>[CH2:3]([O:5][C:6]([C:8]1[CH:9]=[C:10]2[C:14](=[CH:15][CH:16]=1)[N:13]([CH3:28])[C:12]([CH2:17][C:18]1[NH:22][CH:21]=[CH:20][N:19]=1)=[C:11]2[CH3:23])=[O:7])[CH3:4] |f:0.1|. Procedure: Sodium hydride (0.11 g of 50% dispersion in mineral oil) was added portionwise to a stirred solution of 2-[1-imidazolylmethyl]-3-methylindole-5-carboxylic acid ethyl ester (0.57 g) in dry N,N-dimethylformamide (20 ml) and the mixture was stirred at room temperature for 30 minutes. A solution of dimethyl sulphate (0.26 g) in dry N,N-dimethyl-formamide (2.5 ml) was added dropwise and the mixture was stirred at room temperature for 18 hours and then evaporated. The residue was chromatographed on si... Starting materials: C(C)OC(=O)C=1NC=2C[C@H]3[C@@H](C2C1)C3 ((1aS,5aS)-1a,4,5,5a-tetrahydro-1H-4-aza-cyclopropa[α]pentalene-3-carboxylic acid ethyl ester), [OH-].[Li+] (lithium hydroxide). Product: C1[C@H]2[C@@H]1CC=1NC(=CC21)C(=O)O ((1aS,5aS)-1a,4,5,5a-tetrahydro-1H-4-aza-cyclopropa[α]pentalene-3-carboxylic acid). RXN SMILES: C([O:3][C:4]([C:6]1[NH:7][C:8]2[CH2:9][C@@H:10]3[CH2:14][C@@H:11]3[C:12]=2[CH:13]=1)=[O:5])C.[OH-].[Li+]>>[CH2:14]1[C@H:10]2[CH2:9][C:8]3[NH:7][C:6]([C:4]([OH:5])=[O:3])=[CH:13][C:12]=3[C@@H:11]12 |f:1.2|. Reported procedure: The title compound was synthesized from ±(1aS,5aS)-1a,4,5,5a-tetrahydro-1H-4-aza-cyclopropa[α]pentalene-3-carboxylic acid ethyl ester (65 mg, 0.34 mmol) and lithium hydroxide (143 mg, 3.40 mmol in 5 mL water), according to General Procedure 7. The resulting product was purified by crystallization from Et2O. 35 mg. 1H NMR (METHANOL-d4) δ: 6.61 (s, 1H), 2.90 (dd, J=16.7, 6.3 Hz, 1H), 2.69 (d, J=16.7 Hz, 1H), 1.88-2.02 (m, 2H), 0.95-1.04 (m, 1H), 0.07 (q, J=4.0 Hz, 1H). LCMS m/e 164 (M+H). Purity ˜... Reactants: [H][H] (hydrogen), Cl (hydrochloric acid), C(C=1C(O)=CC=CC1)=O (salicylaldehyde), C([O-])([O-])=O.[K+].[K+] (potassium carbonate), ClCC(=C)C (3-chloro-2-methyl-1-propene). The reagents and catalysts are [C].[Pd] (palladium-carbon). Run in C(C)O (ethanol), CN(C=O)C (N,N-dimethylformamide), O (water), C(C)(=O)OCC (ethyl acetate). Reaction conditions: temperature 70 celsius, time 30 minute. The product is C(C(C)C)OC1=C(C=O)C=CC=C1 (2-isobutoxybenzaldehyde). As a reaction SMILES: [CH:1](=[O:9])[C:2]1[C:3](=[CH:5][CH:6]=[CH:7][CH:8]=1)[OH:4].C(=O)([O-])[O-].[K+].[K+].Cl[CH2:17][C:18]([CH3:20])=[CH2:19].Cl.[H][H]>CN(C)C=O.C(O)C.[C].[Pd].O.C(OCC)(=O)C>[CH2:17]([O:4][C:3]1[CH:5]=[CH:6][CH:7]=[CH:8][C:2]=1[CH:1]=[O:9])[CH:18]([CH3:20])[CH3:19] |f:1.2.3,9.10|. Procedure: In 700 ml of N,N-dimethylformamide are dissolved 70.0 g of salicylaldehyde and 158.5 g of potassium carbonate. After dropwise adding 67.9 ml of 3-chloro-2-methyl-1-propene at 70° C. over a period of 30 minutes, the mixture thus obtained is stirred at 70° C. for 30 minutes. The reaction mixture is added to a mixture of ethyl acetate and water, pH is adjusted to 3.0 with 6 mol/L hydrochloric acid, and the organic layer is separated. The organic layer thus obtained is successively washed with water... Reactants: C1(=CC=CC=C1)C(C=O)C1=CC=CC=C1 (diphenylacetaldehyde), C(CC(=O)O)(=O)O (malonic acid), N1CCCCC1 (piperidine), ice, Cl (hydrochloric acid). Solvent: N1=CC=CC=C1 (pyridine). Yields the product C1(=CC=CC=C1)C(=CCC(=O)O)C1=CC=CC=C1 (4,4-diphenyl-3-butenoic acid). The yield is 97.1%. RXN SMILES: [C:1]1([CH:7]([C:10]2[CH:15]=[CH:14][CH:13]=[CH:12][CH:11]=2)[CH:8]=O)[CH:6]=[CH:5][CH:4]=[CH:3][CH:2]=1.C(O)(=O)[CH2:17][C:18]([OH:20])=[O:19].N1CCCCC1.Cl>N1C=CC=CC=1>[C:1]1([C:7]([C:10]2[CH:15]=[CH:14][CH:13]=[CH:12][CH:11]=2)=[CH:8][CH2:17][C:18]([OH:20])=[O:19])[CH:6]=[CH:5][CH:4]=[CH:3][CH:2]=1. Procedure: A mixture of diphenylacetaldehyde (19.6 g), malonic acid (10.9 g) and piperidine (0.4 mL) in pyridine (20 mL) was heated at reflux until the evolution of gas had subsided (1.25 h). The solution was cooled and poured into a stirred mixture of ice (100 g) and 2N hydrochloric acid (150 mL). The resulting solid was recovered by filtration, washed with water and dried to provide 23.1 g of 4,4-diphenyl-3-butenoic acid, mp 109°-111° C. A portion was crystallized from ethyl acetate-hexane to give the pu...